This data is from the Open Reaction Database (ORD), a public repository of structured organic reaction records. The task is: describe an organic reaction: reactants, conditions, products, and yield The reactants are N1(CCOCC1)C(=O)Cl (4-morpholinecarbonyl chloride), C(=O)(O)[O-].[Na+] (NaHCO3), OC1=CC=C(C=O)C=C1 (4-hydroxybenzaldehyde), N1=CC=CC=C1 (pyridine), ice water. Solvent: C(Cl)Cl (CH2Cl2). Yields the product N1(CCOCC1)C(=O)OC1=CC=C(C=C1)C=O (4-formylphenyl morpholine-4-carboxylate). Isolated yield 74.8%. RXN SMILES: [OH:1][C:2]1[CH:9]=[CH:8][C:5]([CH:6]=[O:7])=[CH:4][CH:3]=1.N1C=CC=CC=1.[N:16]1([C:22](Cl)=[O:23])[CH2:21][CH2:20][O:19][CH2:18][CH2:17]1.C([O-])(O)=O.[Na+]>C(Cl)Cl>[N:16]1([C:22]([O:1][C:2]2[CH:9]=[CH:8][C:5]([CH:6]=[O:7])=[CH:4][CH:3]=2)=[O:23])[CH2:21][CH2:20][O:19][CH2:18][CH2:17]1 |f:3.4|. Reported procedure: To a 250 mL dry round bottom flask were added 4-hydroxybenzaldehyde (6.11 g, 50.0 mmol), anhydrous CH2Cl2 (80 mL) and pyridine (4.86 mL, 60.0 mmol). The mixture was stirred in an ice-water, then 4-morpholinecarbonyl chloride (6.12 mL, 52.5 mmol) was added. The mixture was stirred and warmed slowly to room temperature, then stirred at room temperature overnight. An aqueous solution of 5% NaHCO3 (100 mL) was added to the reaction mixture. The CH2Cl2 layer was separated, and the aqueous layer was e...